From a dataset of the Open Reaction Database (ORD), a public repository of structured organic reaction records. describe an organic reaction: reactants, conditions, products, and yield Reactants: NC1=CC2=C(N=C(S2)NC(C2=CC=CC=C2)=O)C=C1 (N-(6-aminobenzothiazol-2-yl)benzamide), ClC1=NC=NC2=CC(=C(C=C12)OC)OC (4-chloro-6,7-dimethoxyquinazoline), C(O)([O-])=O.[Na+] (sodium hydrogencarbonate). Run in C(CO)O (ethylene glycol), [Cl-].[Na+].O (Brine). Yields the product C(C1=CC=CC=C1)(=O)N (benzamide), solid. The yield is 36.9%. As a reaction SMILES: NC1C=CC2N=C([NH:9][C:10](=[O:17])[C:11]3[CH:16]=[CH:15][CH:14]=[CH:13][CH:12]=3)SC=2C=1.ClC1C2C(=CC(OC)=C(OC)C=2)N=CN=1.C(=O)([O-])O.[Na+]>C(O)CO.[Cl-].[Na+].O>[C:10]([NH2:9])(=[O:17])[C:11]1[CH:16]=[CH:15][CH:14]=[CH:13][CH:12]=1 |f:2.3,5.6.7|. Procedure: N-[6-6,7-Dimethoxyquinazolin-4-ylamino)benzothiazol-2-yl]benzamide was prepared by heating a mixture of N-(6-aminobenzothiazol-2-yl)benzamide (IM 2, 30 mg, 0.111 mmol) and 4-chloro-6,7-dimethoxyquinazoline (Fluorochem, 25 mg, 0.111 mmol) in ethylene glycol (0.7 mL) to 100° C. for 2 h. Brine (25 mL) and saturated sodium hydrogencarbonate solution (25 mL) were added and the product was extracted with chloroform (3×40 mL). After drying out Na2SO4, the solvent was removed and the residue was purifie... RXN SMILES: ClC1C=CC=CC=1O[C:5]1[C:10]2[N:11]=[CH:12][S:13][C:9]=2[CH:8]=[C:7]([O:14][CH2:15][CH2:16][N:17]([CH2:20][CH3:21])[CH2:18][CH3:19])[CH:6]=1.ClC1[S:28][C:29]2[CH:35]=[C:34](OCCN(CC)CC)[CH:33]=[CH:32][C:30]=2N=1.[Cl:44]C1C=CC(O)=CC=1.CC(C)([O-])C.[K+]>>[Cl:44][C:30]1[CH:32]=[CH:33][CH:34]=[CH:35][C:29]=1[S:28][C:12]1[S:13][C:9]2[CH:8]=[C:7]([O:14][CH2:15][CH2:16][N:17]([CH2:18][CH3:19])[CH2:20][CH3:21])[CH:6]=[CH:5][C:10]=2[N:11]=1 |f:3.4|. Procedure: 2-(4-(Chlorophenoxy)-6-(2-diethylamino-ethoxy)-benzothiazole, from 2-chloro-6-(2-diethylamino-ethoxy)-benzothiazole and 4-chlorophenol in the presence of potassium tert. butoxide, Yield: 63.7% of theory, Melting point: 60-62° C., 1H-NMR spectrum (200 MHz, DMSO-d6, signals at ppm): 0.98 (t, 6H); 2.55 (q, 4H); 2.78 (t, 2H); 4.04 (t, 2H); 7.02 (dd, 1H); 7.41-7.64 (m, 6H). Product: ClC1=C(C=CC=C1)SC=1SC2=C(N1)C=CC(=C2)OCCN(CC)CC (2-(2-chlorophenylmercapto)-6-(2-diethylamino-ethoxy)-benzothiazole). Starting materials: ClC1=C(OC2=CC(=CC3=C2N=CS3)OCCN(CC)CC)C=CC=C1 (4-(Chlorophenoxy)-6-(2-diethylamino-ethoxy)-benzothiazole), CC(C)([O-])C.[K+] (potassium tert. butoxide), ClC=1SC2=C(N1)C=CC(=C2)OCCN(CC)CC (2-chloro-6-(2-diethylamino-ethoxy)-benzothiazole), ClC1=CC=C(C=C1)O (4-chlorophenol). Reactants: ice, C(CC)S(=O)(=O)N1CCN(CC1)C(=O)OC(C)(C)C (tert-butyl 4-(propylsulfonyl)piperazine-1-carboxylate), FC(C(=O)O)(F)F (trifluoroacetic acid). Solvent: C(Cl)Cl (CH2Cl2). Reaction conditions: time 16 hour. Product: C(CC)S(=O)(=O)N1CCNCC1 (1-(propylsulfonyl)piperazine). Reaction SMILES: [CH2:1]([S:4]([N:7]1[CH2:12][CH2:11][N:10](C(OC(C)(C)C)=O)[CH2:9][CH2:8]1)(=[O:6])=[O:5])[CH2:2][CH3:3].FC(F)(F)C(O)=O>C(Cl)Cl>[CH2:1]([S:4]([N:7]1[CH2:12][CH2:11][NH:10][CH2:9][CH2:8]1)(=[O:5])=[O:6])[CH2:2][CH3:3]. Procedure: To a stirring ice-cold solution of tert-butyl 4-(propylsulfonyl)piperazine-1-carboxylate (2, 15.70 g, 53.69 mmol) in CH2Cl2 (200 mL) was slowly added trifluoroacetic acid (21.4 mL, 268.45 mmol). The mixture stirred at room temperature for 16 h under an atmosphere of N2. The mixture was washed with 2 N NaOH (3×50 mL), H2O (50 mL), brine (50 mL), dried (Na2SO4), filtered, and concentrated under reduced pressure to afford 1-(propylsulfonyl)piperazine (3) as a crystalline solid (10.30 g quantitative... Starting materials: CC1=CNC2=NC=CC=C21 (3-methylpyrrolo[2,3-b]pyridine), S(=O)(=O)(Cl)Cl (sulfuryl chloride). The solvent is C(C)(=O)O (acetic acid). Conditions: time 5 minute. Yields the product ClC1=C(C=2C(=NC=CC2)N1)C (2-chloro-3-methylpyrrolo[2,3-b]pyridine). Reaction SMILES: [CH3:1][C:2]1[C:10]2[C:5](=[N:6][CH:7]=[CH:8][CH:9]=2)[NH:4][CH:3]=1.S(Cl)([Cl:14])(=O)=O>C(O)(=O)C>[Cl:14][C:3]1[NH:4][C:5]2=[N:6][CH:7]=[CH:8][CH:9]=[C:10]2[C:2]=1[CH3:1]. Reported procedure: 3-methylpyrrolo[2,3-b]pyridine (0,5 g 0.0038 mol) was treated in 2 ml acetic acid with an equimolecular amount of sulfuryl chloride at 0° C. for 5 min. The mixture was allowed to warm to room temperature and was stirred for 5 min. After evaporation the residue was dissolved in methylene chloride and was treated with bicarbonate. The organic layer was separated, dried and removed under reduced pressure. Chromatography on silica gel eluting with ethyl acetate gave the desired product. (0,18 g 29%)... Starting materials: C(C)(=O)OCC (Ethyl acetate), COC1=C(C(=CC=C1)C)N ((2-methoxy-6-methyl-phenyl)-amine), BrBr (bromine). Solvent: CO (methanol), C(C)(=O)O (acetic acid), C(C)(=O)O (acetic acid). Run at time 2 hour. The product is BrC1=CC(=C(C(=C1)C)N)OC ((4-bromo-2-methoxy-6-methyl-phenyl)-amine), Br (hydrobromide). Reaction SMILES: [CH3:1][O:2][C:3]1[CH:8]=[CH:7][CH:6]=[C:5]([CH3:9])[C:4]=1[NH2:10].[Br:11]Br.C(OCC)(=O)C>CO.C(O)(=O)C>[Br:11][C:7]1[CH:6]=[C:5]([CH3:9])[C:4]([NH2:10])=[C:3]([O:2][CH3:1])[CH:8]=1.[BrH:11]. Procedure details: To solution of (2-methoxy-6-methyl-phenyl)-amine (14.5 g, 0.11 mol) in methanol (45.6 ml) and acetic acid (14.5 ml) is added dropwise a solution of bromine (5.45 ml) in acetic acid (45.6 ml) via an addition funnel at 0° C. The reaction mixture is allowed to warm to RT and stirred for 2 h at RT. Ethyl acetate (90 ml) is added and the solid is collected by filtration. The solid thus obtained is washed with ethyl acetate to obtain (4-bromo-2-methoxy-6-methyl-phenyl)-amine as hydrobromide. Reactants: N1N=CC2=CC=CC(=C12)N (1H-indazol-7-ylamine). Reagents/catalysts: [Rh] (Rh/C). Solvent: C(C)O (ethanol). Product: N1N=CC=2CCCC(C12)N (4,5,6,7-Tetrahydro-1H-indazol-7-ylamine). Isolated yield 27.7%. As a reaction SMILES: [NH:1]1[C:9]2[C:4](=[CH:5][CH:6]=[CH:7][C:8]=2[NH2:10])[CH:3]=[N:2]1>C(O)C.[Rh]>[NH:1]1[C:9]2[CH:8]([NH2:10])[CH2:7][CH2:6][CH2:5][C:4]=2[CH:3]=[N:2]1. Procedure: Combine 1H-indazol-7-ylamine (5.0 g, 37.6 mmol) and 5% Rh/C (2.45 g) in ethanol (120 mL) and heat at 120° C. for 48 hours under ˜1000 psi H2. Cool the reaction and filter through hyflo. Remove the solvent in vacuo and purify the crude product with 5% 2 M NH3 in MeOH in CH2Cl2 to afford 1.43 g (28%) of the titled product. MS (m/z): 138 (M+1). Reactants: ClC1=NC=C(C(=N1)SC)F (2-chloro-5-fluoro-4-methylsulfanyl-pyrimidine), ClC=1C=C2C(=NC1)N(N=C2B2OC(C(O2)(C)C)(C)C)C(C2=CC=CC=C2)(C2=CC=CC=C2)C2=CC=CC=C2 (5-chloro-3-(4,4,5,5-tetramethyl-1,3,2-dioxaborolan-2-yl)-1-trityl-pyrazolo[3,4-b]pyridine), [O-]P(=O)([O-])[O-].[K+].[K+].[K+] (K3PO4), CC(C)C1=CC(=C(C(=C1)C(C)C)C2=C(C=CC=C2)P(C3CCCCC3)C4CCCCC4)C(C)C (X-Phos). The reagents and catalysts are C=1C=CC(=CC1)/C=C/C(=O)/C=C/C2=CC=CC=C2.C=1C=CC(=CC1)/C=C/C(=O)/C=C/C2=CC=CC=C2.C=1C=CC(=CC1)/C=C/C(=O)/C=C/C2=CC=CC=C2.[Pd].[Pd] (Pd2(dba)3). The solvent is O (water), O (water), 2-Me THF. Reaction conditions: temperature 125 celsius. Yields the product ClC=1C=C2C(=NC1)N(N=C2C2=NC=C(C(=N2)SC)F)C(C2=CC=CC=C2)(C2=CC=CC=C2)C2=CC=CC=C2 (5-chloro-3-(5-fluoro-4-(methylthio)pyrimidin-2-yl)-1-trityl-1H-pyrazolo[3,4-b]pyridine). RXN SMILES: Cl[C:2]1[N:7]=[C:6]([S:8][CH3:9])[C:5]([F:10])=[CH:4][N:3]=1.[Cl:11][C:12]1[CH:13]=[C:14]2[C:20](B3OC(C)(C)C(C)(C)O3)=[N:19][N:18]([C:30]([C:43]3[CH:48]=[CH:47][CH:46]=[CH:45][CH:44]=3)([C:37]3[CH:42]=[CH:41][CH:40]=[CH:39][CH:38]=3)[C:31]3[CH:36]=[CH:35][CH:34]=[CH:33][CH:32]=3)[C:15]2=[N:16][CH:17]=1.[O-]P([O-])([O-])=O.[K+].[K+].[K+].CC(C1C=C(C(C)C)C(C2C=CC=CC=2P(C2CCCCC2)C2CCCCC2)=C(C(C)C)C=1)C>O.C1C=CC(/C=C/C(/C=C/C2C=CC=CC=2)=O)=CC=1.C1C=CC(/C=C/C(/C=C/C2C=CC=CC=2)=O)=CC=1.C1C=CC(/C=C/C(/C=C/C2C=CC=CC=2)=O)=CC=1.[Pd].[Pd]>[Cl:11][C:12]1[CH:13]=[C:14]2[C:20]([C:2]3[N:7]=[C:6]([S:8][CH3:9])[C:5]([F:10])=[CH:4][N:3]=3)=[N:19][N:18]([C:30]([C:31]3[CH:32]=[CH:33][CH:34]=[CH:35][CH:36]=3)([C:37]3[CH:38]=[CH:39][CH:40]=[CH:41][CH:42]=3)[C:43]3[CH:48]=[CH:47][CH:46]=[CH:45][CH:44]=3)[C:15]2=[N:16][CH:17]=1 |f:2.3.4.5,8.9.10.11.12|. Reported procedure: A mixture of 2-chloro-5-fluoro-4-methylsulfanyl-pyrimidine (0.26 g, 1.44 mmol) and 5-chloro-3-(4,4,5,5-tetramethyl-1,3,2-dioxaborolan-2-yl)-1-trityl-pyrazolo[3,4-b]pyridine, 33, (0.75 g, 1.44 mmol) and K3PO4 (0.96 g, 4.53 mmol) in water (1.5 mL) and 2-Me-THF (7.5 mL) was degassed with nitrogen bubbling for 15 min. Then, X-Phos (0.07 g, 0.14 mmol) and Pd2(dba)3 (0.03 g, 0.04 mmol) was added and the vessel was sealed and heated to 125° C. with microwave irradiation for 30 min. After cooling to roo... Reactants: [H-].[Na+] (sodium hydride), ClC=1C=C2C(C(=C(C3(CCOCC3)C2=CC1)O)C(=O)OCC)=O (ethyl 6-chloro-2-hydroxy-4-oxo-2′,3′,5′,6′-tetrahydro-spiro[naphthalene-1,4′-pyran]-3-carboxylate), C(CC=C)[Mg]Br (3-butenylmagnesium bromide). Run in C1CCOC1 (THF). Reaction conditions: time 5 minute. Yields the product ClC=1C=C2C(C(=C(C3(CCOCC3)C2=CC1)O)C(CCC=C)=O)=O (6-chloro-2-hydroxy-3-(4-pentenoyl)-2′,3′,5′,6′-tetrahydro-4H-spiro[naphthalene-1,4′-pyran]-4-one). Yield: 78.2%. As a reaction SMILES: [Cl:1][C:2]1[CH:3]=[C:4]2[C:14](=[CH:15][CH:16]=1)[C:8]1([CH2:13][CH2:12][O:11][CH2:10][CH2:9]1)[C:7]([OH:17])=[C:6]([C:18]([O:20]CC)=O)[C:5]2=[O:23].[H-].[Na+].[CH2:26]([Mg]Br)[CH2:27][CH:28]=[CH2:29]>C1COCC1>[Cl:1][C:2]1[CH:3]=[C:4]2[C:14](=[CH:15][CH:16]=1)[C:8]1([CH2:9][CH2:10][O:11][CH2:12][CH2:13]1)[C:7]([OH:17])=[C:6]([C:18](=[O:20])[CH2:29][CH2:28][CH:27]=[CH2:26])[C:5]2=[O:23] |f:1.2|. Procedure details: A mixture of ethyl 6-chloro-2-hydroxy-4-oxo-2′,3′,5′,6′-tetrahydro-spiro[naphthalene-1,4′-pyran]-3-carboxylate (2.53 g, 8 mmol, Example 1 A-C) in 20 mL THF was stirred at room temperature and treated with sodium hydride (0.6 g, 15 mmol, 60% in oil). The resulting mixture was stirred for 10 minutes. The mixture was then treated with 3-butenylmagnesium bromide (15 mL, 8 mmol). After 5 minutes, the mixture was warmed to 60° C., and the reaction was stirred for another 0.5 hours. The mixture was coo... Starting materials: C1(CC1)CN1CCNCC1 (1-(cyclopropylmethyl)piperazine), CN(C)C(=[N+](C)C)ON1C2=C(C=CC=C2)N=N1.[B-](F)(F)(F)F (TBTU), CCN(C(C)C)C(C)C (DIEA), C1(CC1)COC1=C(C=CC(=N1)C(=O)O)N1CC(C1)(F)F (6-cyclopropylmethoxy-5-(3,3-difluoro-azetidin-1-yl)-pyridine-2-carboxylic acid). Product: C1(CC1)COC1=C(C=CC(=N1)C(=O)N1CCN(CC1)CC1CC1)N1CC(C1)(F)F ([6-Cyclopropylmethoxy-5-(3,3-difluoro-azetidin-1-yl)-pyridin-2-yl]-(4-cyclopropylmethyl-piperazin-1-yl)-methanone). RXN SMILES: [CH:1]1([CH2:4][O:5][C:6]2[N:11]=[C:10]([C:12]([OH:14])=O)[CH:9]=[CH:8][C:7]=2[N:15]2[CH2:18][C:17]([F:20])([F:19])[CH2:16]2)[CH2:3][CH2:2]1.[CH:21]1([CH2:24][N:25]2[CH2:30][CH2:29][NH:28][CH2:27][CH2:26]2)[CH2:23][CH2:22]1.CN(C(ON1N=NC2C=CC=CC1=2)=[N+](C)C)C.[B-](F)(F)(F)F.CCN(C(C)C)C(C)C>>[CH:1]1([CH2:4][O:5][C:6]2[N:11]=[C:10]([C:12]([N:28]3[CH2:29][CH2:30][N:25]([CH2:24][CH:21]4[CH2:23][CH2:22]4)[CH2:26][CH2:27]3)=[O:14])[CH:9]=[CH:8][C:7]=2[N:15]2[CH2:18][C:17]([F:20])([F:19])[CH2:16]2)[CH2:2][CH2:3]1 |f:2.3|. Reported procedure: In analogy to the procedure described in Example 47 b), 6-cyclopropylmethoxy-5-(3,3-difluoro-azetidin-1-yl)-pyridine-2-carboxylic acid (Example 1 b)) was reacted with 1-(cyclopropylmethyl)piperazine (57184-25-5) in the presence of TBTU and DIEA to obtain the title compound as colorless oil; MS (EI): m/e=407.6 [MH+]. Reactants: O=S1(N=C(NC2=C1C=CC=C2)C=2C(N(C1=CC=CC=C1C2O)N=CCCCC)=O)=O (3-(1,1-dioxido-4H-1,2,4-benzothiadiazin-3-yl)-4-hydroxy-1-[pentylideneamino]quinolin-2(1H)-one), CO (methanol), solution, [BH4-].[Li+] (lithium borohydride), Cl (hydrochloric acid). Run in O1CCCC1 (tetrahydrofuran), O1CCCC1 (tetrahydrofuran), O (water). Conditions: temperature 25 celsius, time 1 hour. Yields the product O=S1(N=C(NC2=C1C=CC=C2)C=2C(N(C1=CC=CC=C1C2O)NCCCCC)=O)=O (3-(1,1-dioxido-4H-1,2,4-benzothiadiazin-3-yl)-4-hydroxy-1-(pentylamino)quinolin-2(1H)-one). RXN SMILES: [O:1]=[S:2]1(=[O:30])[C:7]2[CH:8]=[CH:9][CH:10]=[CH:11][C:6]=2[NH:5][C:4]([C:12]2[C:13](=[O:29])[N:14]([N:23]=[CH:24][CH2:25][CH2:26][CH2:27][CH3:28])[C:15]3[C:20]([C:21]=2[OH:22])=[CH:19][CH:18]=[CH:17][CH:16]=3)=[N:3]1.CO.[BH4-].[Li+].Cl>O1CCCC1.O>[O:30]=[S:2]1(=[O:1])[C:7]2[CH:8]=[CH:9][CH:10]=[CH:11][C:6]=2[NH:5][C:4]([C:12]2[C:13](=[O:29])[N:14]([NH:23][CH2:24][CH2:25][CH2:26][CH2:27][CH3:28])[C:15]3[C:20]([C:21]=2[OH:22])=[CH:19][CH:18]=[CH:17][CH:16]=3)=[N:3]1 |f:2.3|. Reported procedure: The product of Example 230A (0.034 g, 0.08 mmol) in tetrahydrofuran (2 mL) and methanol (0.0064 mL, 0.16 mmol) at 0° C. was treated with dropwise addition of a 2.0M solution of lithium borohydride in tetrahydrofuran (0.06 mL, 0.12 mmol). The reaction was stirred at 25° C. for 1 hour, acidified with 1 M hydrochloric acid to a pH of approximately 2-4, diluted with water (5 mL), and the resulting precipitate was collected by filtration and dried. The crude product was chromatographed on silica gel ...